From a dataset of the Open Reaction Database (ORD), a public repository of structured organic reaction records. describe an organic reaction: reactants, conditions, products, and yield The reactants are C1COCCO1, CB(O)O, [Cs+], [F-], COC(=O)c1cc(I)c(C(F)(F)F)cc1N. Yields the product COC(=O)c1cc(C)c(C(F)(F)F)cc1N. As a reaction SMILES: [CH2:23]1[O:24][CH2:25][CH2:26][O:27][CH2:28]1.[CH3:3][B:4]([OH:5])[OH:6].[Cs+:2].[F-:1].[NH2:7][c:8]1[c:9]([C:10](=[O:11])[O:12][CH3:13])[cH:14][c:15]([I:22])[c:16]([C:18]([F:19])([F:20])[F:21])[cH:17]1>>[CH3:3][c:15]1[cH:14][c:9]([C:10](=[O:11])[O:12][CH3:13])[c:8]([NH2:7])[cH:17][c:16]1[C:18]([F:19])([F:20])[F:21]. Reactants: ClC1=NC(=CC(=C1)C)Cl (2,6-dichloro-4-methyl-pyridine), COCCOC (DME). Reagents/catalysts: C=1C=CC(=CC1)[P](C=2C=CC=CC2)(C=3C=CC=CC3)[Pd]([P](C=4C=CC=CC4)(C=5C=CC=CC5)C=6C=CC=CC6)([P](C=7C=CC=CC7)(C=8C=CC=CC8)C=9C=CC=CC9)[P](C=1C=CC=CC1)(C=1C=CC=CC1)C=1C=CC=CC1 (Pd(PPh3)4). Solvent: C(=O)([O-])[O-].[K+].[K+] (K2CO3), C(C)OCC (diethyl ether). Run at temperature 80 celsius, time 3 hour. Yields the product ClC1=CC(=CC(=N1)C=C)C (6-chloro-4-methyl-2-vinyl-pyridine). RXN SMILES: Cl[C:2]1[CH:7]=[C:6]([CH3:8])[CH:5]=[C:4]([Cl:9])[N:3]=1.CO[CH2:12][CH2:13]OC>C([O-])([O-])=O.[K+].[K+].C(OCC)C.C1C=CC([P]([Pd]([P](C2C=CC=CC=2)(C2C=CC=CC=2)C2C=CC=CC=2)([P](C2C=CC=CC=2)(C2C=CC=CC=2)C2C=CC=CC=2)[P](C2C=CC=CC=2)(C2C=CC=CC=2)C2C=CC=CC=2)(C2C=CC=CC=2)C2C=CC=CC=2)=CC=1>[Cl:9][C:4]1[N:3]=[C:2]([CH:12]=[CH2:13])[CH:7]=[C:6]([CH3:8])[CH:5]=1 |f:2.3.4,^1:30,32,51,70|. Reported procedure: To a solution of 2,6-dichloro-4-methyl-pyridine (2.34 g, 14.4 mmol) and 2,4,6-trivinyl-cyclotriboroxane pyridine complex (1.75 g, 7.26 mmol) in DME (27 mL), 2 M aq. K2CO3 solution (10 mL) is added. The mixture is degassed and put under argon before Pd(PPh3)4 (300 mg, 0.26 mmol) is added. The mixture is stirred at 80° C. for 3 h before it is cooled to rt, diluted with diethyl ether and washed with sat. aq. NaHCO3 solution. The org. extract is dried over MgSO4, filtered and concentrated. The crude... The reactants are C(=S)=S (carbon disulphide), Cl (hydrochloric acid), [N+](=O)([O-])[O-].[Na+] (sodium nitrate), OS(=O)(=O)OC[C@H]1NCC2=CC=CC=C2C1 ((S)-3-hydroxysulphonyloxymethyl1,2,3,4-tetrahydroisoquinoline). Solvent: FC(C(=O)O)(F)F (trifluoroacetic acid), [OH-].[Na+] (sodium hydroxide). Conditions: temperature 20 celsius, time 5 day. Product: [N+](=O)([O-])C=1C=CC=2C[C@@H]3N(CC2C1)C(SC3)=S ((S)-7-Nitro-1,5,10,10a-tetrahydrothiazolo[3,4-b]isoquinoline-3-thione). Reaction SMILES: [N+:1]([O-:4])([O-])=[O:2].[Na+].OS(O[CH2:11][C@@H:12]1[CH2:21][C:20]2[C:15](=[CH:16][CH:17]=[CH:18][CH:19]=2)[CH2:14][NH:13]1)(=O)=O.[C:22](=[S:24])=[S:23].Cl>FC(F)(F)C(O)=O.[OH-].[Na+]>[N+:1]([C:17]1[CH:18]=[CH:19][C:20]2[CH2:21][C@H:12]3[CH2:11][S:24][C:22](=[S:23])[N:13]3[CH2:14][C:15]=2[CH:16]=1)([O-:4])=[O:2] |f:0.1,6.7|. Procedure details: Finely powdered anhydrous sodium nitrate (85 g.) is added to a solution of (S)-3-hydroxysulphonyloxymethyl1,2,3,4-tetrahydroisoquinoline (122 g.) in trifluoroacetic acid (1,000 cc.). The reaction mixture is stirred for 5 days at a temperature of about 20° C. and is then evaporated under reduced pressure (25 mm. Hg, followed by 1 mm. Hg). The residue is washed with diethyl ether (3 × 200 cc.). The light yellow solid obtained is ground and then dried at 40° C. under reduced pressure (1 mm.Hg). The... Reactants: CCOC(=O)Cc1ccc(NC(=O)c2coc3ccccc23)c(Cl)c1, CO, [Na+], C1CCOC1, [OH-]. Product: O=C(O)Cc1ccc(NC(=O)c2coc3ccccc23)c(Cl)c1. As a reaction SMILES: [CH2:1]([CH3:2])[O:3][C:4]([CH2:5][c:6]1[cH:7][c:8]([Cl:24])[c:9]([NH:12][C:13](=[O:14])[c:15]2[c:16]3[c:17]([o:18][cH:19]2)[cH:20][cH:21][cH:22][cH:23]3)[cH:10][cH:11]1)=[O:25].[CH3:33][OH:34].[Na+:27].[O:28]1[CH2:29][CH2:30][CH2:31][CH2:32]1.[OH-:26]>>[O:3]=[C:4]([CH2:5][c:6]1[cH:7][c:8]([Cl:24])[c:9]([NH:12][C:13](=[O:14])[c:15]2[c:16]3[c:17]([o:18][cH:19]2)[cH:20][cH:21][cH:22][cH:23]3)[cH:10][cH:11]1)[OH:25]. Starting materials: 26, C(C)(=O)O[C@H](/C=C/[C@H]1C(C=C[C@@H]1C\C=C/CCCC(=O)OC)O)CCCCC (methyl (5Z,13E,15S)-15-acetyloxy-11ξ-hydroxyprosta-5,9,13-trien-1-oate), CC(=O)C (acetone), CC(=O)C.OS(=O)(=O)O.O=[Cr](=O)=O (Jones reagent), resultant mixture. The solvent is O (water). Yields the product C(C)(=O)O[C@H](/C=C/[C@H]1C(C=C[C@@H]1C\C=C/CCCC(=O)OC)=O)CCCCC (methyl (5Z,13E,15S)-15-acetyloxy-11-oxoprosta-5,9,13-trien-1-oate). Reaction SMILES: [C:1]([O:4][C@@H:5]([CH2:24][CH2:25][CH2:26][CH2:27][CH3:28])/[CH:6]=[CH:7]/[C@@H:8]1[C@@H:12]([CH2:13]/[CH:14]=[CH:15]\[CH2:16][CH2:17][CH2:18][C:19]([O:21][CH3:22])=[O:20])[CH:11]=[CH:10][CH:9]1[OH:23])(=[O:3])[CH3:2].CC(C)=O.CC(C)=O.OS(O)(=O)=O.O=[Cr](=O)=O>O>[C:1]([O:4][C@@H:5]([CH2:24][CH2:25][CH2:26][CH2:27][CH3:28])/[CH:6]=[CH:7]/[C@@H:8]1[C@@H:12]([CH2:13]/[CH:14]=[CH:15]\[CH2:16][CH2:17][CH2:18][C:19]([O:21][CH3:22])=[O:20])[CH:11]=[CH:10][C:9]1=[O:23])(=[O:3])[CH3:2] |f:2.3.4|. Procedure: to a solution of 26 parts of methyl (5Z,13E,15S)-15-acetyloxy-11ξ-hydroxyprosta-5,9,13-trien-1-oate in 200 parts of acetone at -10° is added 100 parts of Jones reagent. The resultant mixture is stirred at -10° for 7 minutes, then diluted with 10 volumes of water. The mixture thus obtained is extracted with dichloromethane. The extract is washed with water, dried over anhydrous sodium sulfate, and stripped of solvent by vacuum distillation. The oily residue is taken up in benzene; and the benzene... Run in CO (methanol), O1CCCC1 (tetrahydrofuran). Reactants: solid, [Na] (sodium), ClCC(=O)CCl.C(C1=CC=CC=C1)OC(=O)N[C@@H](CC1=CC=CC=C1)C(=O)O (N-benzyloxycarbonyl-L-phenylalanine chloromethyl ketone). Procedure: To a solution of 75.0 g (0.226 mol) of N-benzyloxycarbonyl-L-phenylalanine chloromethyl ketone in a mixture of 807 mL of methanol and 807 mL of tetrahydrofuran at -2° C., was added 13.17 g (0.348 mol, 1.54 equiv.) of solid sodium borehydride over one hundred minutes. The solvents were removed under reduced pressure at 40° C. and the residue dissolved in ethyl acetate (approx. 1L). The solution was washed sequentially with 1M potassium hydrogen sulfate, saturated sodium bicarbonate and then satur... Conditions: temperature 60 celsius. Isolated yield 42.8%. RXN SMILES: [Cl:1][CH2:2]C(CCl)=O.[CH2:7]([O:14][C:15]([NH:17][C@H:18]([C:26]([OH:28])=O)[CH2:19][C:20]1[CH:25]=[CH:24][CH:23]=[CH:22][CH:21]=1)=[O:16])[C:8]1[CH:13]=[CH:12][CH:11]=[CH:10][CH:9]=1.[Na]>CO.O1CCCC1>[CH2:7]([O:14][C:15]([NH:17][C@@H:18]([CH2:19][C:20]1[CH:21]=[CH:22][CH:23]=[CH:24][CH:25]=1)[C@H:26]([OH:28])[CH2:2][Cl:1])=[O:16])[C:8]1[CH:9]=[CH:10][CH:11]=[CH:12][CH:13]=1 |f:0.1,^1:28|. Product: C(C1=CC=CC=C1)OC(=O)N[C@H]([C@@H](CCl)O)CC1=CC=CC=C1 (N-benzyloxycarbonyl-3(S)-amino-1-chloro-4-phenyl-2(S)-butanol).